From a dataset of the Open Reaction Database (ORD), a public repository of structured organic reaction records. describe an organic reaction: reactants, conditions, products, and yield Starting materials: C1(=CC=C(C=C1)S(=O)(=O)O)C (p-Toluenesulfonic acid), C1(CCCC1)OC=1C(=CC=C2C(=CC(N(C12)CCOC1OCCCC1)=O)NC1=C(C=NC=C1Cl)Cl)OC (8-(cyclopentyloxy)-4-(3,5-dichloropyridin-4-ylamino)-7-methoxy-1-(2-(tetrahydro-2H-pyran-2-yloxy)ethyl)quinolin-2(1H)-one). The solvent is CO (methanol). Conditions: time 8 hour. Yields the product C1(CCCC1)OC=1C(=CC=C2C(=CC(N(C12)CCO)=O)NC1=C(C=NC=C1Cl)Cl)OC (8-(cyclopentyloxy)-4-(3,5-dichloropyridin-4-ylamino)-1-(2-hydroxyethyl)-7-methoxyquinolin-2(1H)-one). Reaction SMILES: C1(C)C=CC(S(O)(=O)=O)=CC=1.[CH:12]1([O:17][C:18]2[C:19]([O:47][CH3:48])=[CH:20][CH:21]=[C:22]3[C:27]=2[N:26]([CH2:28][CH2:29][O:30]C2CCCCO2)[C:25](=[O:37])[CH:24]=[C:23]3[NH:38][C:39]2[C:44]([Cl:45])=[CH:43][N:42]=[CH:41][C:40]=2[Cl:46])[CH2:16][CH2:15][CH2:14][CH2:13]1>CO>[CH:12]1([O:17][C:18]2[C:19]([O:47][CH3:48])=[CH:20][CH:21]=[C:22]3[C:27]=2[N:26]([CH2:28][CH2:29][OH:30])[C:25](=[O:37])[CH:24]=[C:23]3[NH:38][C:39]2[C:40]([Cl:46])=[CH:41][N:42]=[CH:43][C:44]=2[Cl:45])[CH2:16][CH2:15][CH2:14][CH2:13]1. Procedure: p-Toluenesulfonic acid (172 mg, 1.0 mmol) was added to a solution of 8-(cyclopentyloxy)-4-(3,5-dichloropyridin-4-ylamino)-7-methoxy-1-(2-(tetrahydro-2H-pyran-2-yloxy)ethyl)quinolin-2(1H)-one (2.4 g, 4.4 mmol) and methanol (100 mL). After stirring overnight, the reaction was concentrated, diluted with dichloromethane (100 mL), and then washed with sat'd NaHCO3 (20 mL) followed by water (20 mL). The organic layer was dried, filtered, concentrated, and recrystallized from dichloromethane/petroleum ...